From a dataset of the Open Reaction Database (ORD), a public repository of structured organic reaction records. describe an organic reaction: reactants, conditions, products, and yield The reactants are C(=O)(OC(C)(C)C)N1[C@H](C(=O)O)C[C@H](C1)F (N-Boc-trans-4-fluoro-L-proline), C(C)(C)(C)C1=CC(=C(C=C1)N)N (4-tert-butyl-1,2-diaminobenzene). Product: C(C)(C)(C)C1=CC2=C(NC(=N2)[C@H]2NC[C@@H](C2)F)C=C1 (5-tert-Butyl-2-[(2S,4R)-4-fluoropyrrolidin-2-yl]-1H-benzimidazole). As a reaction SMILES: C([N:8]1[CH2:15][C@H:14]([F:16])[CH2:13][C@H:9]1[C:10](O)=O)(OC(C)(C)C)=O.[C:17]([C:21]1[CH:26]=[CH:25][C:24]([NH2:27])=[C:23]([NH2:28])[CH:22]=1)([CH3:20])([CH3:19])[CH3:18]>>[C:17]([C:21]1[CH:26]=[CH:25][C:24]2[NH:27][C:10]([C@@H:9]3[CH2:13][C@@H:14]([F:16])[CH2:15][NH:8]3)=[N:28][C:23]=2[CH:22]=1)([CH3:20])([CH3:18])[CH3:19]. Procedure: The title compound was prepared according to Method 4 using N-Boc-trans-4-fluoro-L-proline and 4-tert-butyl-1,2-diaminobenzene. The final residue was washed with ethyl acetate and diluted with water, basified with saturated lithium hydroxide solution (pH=8), extracted with ethyl acetate and dried over anhydrous Na2SO4 and concentrated under reduced pressure.